From a dataset of the Open Reaction Database (ORD), a public repository of structured organic reaction records. describe an organic reaction: reactants, conditions, products, and yield Reactants: [Cl-].[NH4+] (ammonium chloride), COC1=C(C=CC(=C1)C(F)(F)F)N1C2=C(OC(C1=O)C)C=C(C=C2)S(=O)(=O)N(C=2SC=CN2)CC2=CC=C(C=C2)OC (4-(2-Methoxy-4-(trifluoromethyl)phenyl)-N-(4-methoxybenzyl)-2-methyl-3-oxo-N-(thiazol-2-yl)-3,4-dihydro-2H-benzo[b][1,4]oxazine-7-sulfonamide), CI (methyl iodide), product, C[Si](C)(C)[N-][Si](C)(C)C.[Li+] (Lithium bis(trimethylsilyl)amide), FC(C(=O)O)(F)F (2,2,2-trifluoroacetic acid). The solvent is C1CCOC1 (THF). Conditions: temperature 0 celsius, time 30 minute. The product is COC1=C(C=CC(=C1)C(F)(F)F)N1C2=C(OC(C1=O)(C)C)C=C(C=C2)S(=O)(=O)NC=2SC=CN2 (4-(2-Methoxy-4-(Trifluoromethyl)Phenyl)-2,2-Dimethyl-3-Oxo-N-(Thiazol-2-Yl)-3,4-Dihydro-2H-Benzo[B][1,4]Oxazine-7-Sulfonamide). Reaction SMILES: [CH3:1][O:2][C:3]1[CH:8]=[C:7]([C:9]([F:12])([F:11])[F:10])[CH:6]=[CH:5][C:4]=1[N:13]1[C:18](=[O:19])[CH:17]([CH3:20])[O:16][C:15]2[CH:21]=[C:22]([S:25]([N:28](CC3C=CC(OC)=CC=3)[C:29]3[S:30][CH:31]=[CH:32][N:33]=3)(=[O:27])=[O:26])[CH:23]=[CH:24][C:14]1=2.[CH3:43][Si]([N-][Si](C)(C)C)(C)C.[Li+].CI.[Cl-].[NH4+].FC(F)(F)C(O)=O>C1COCC1>[CH3:1][O:2][C:3]1[CH:8]=[C:7]([C:9]([F:11])([F:10])[F:12])[CH:6]=[CH:5][C:4]=1[N:13]1[C:18](=[O:19])[C:17]([CH3:43])([CH3:20])[O:16][C:15]2[CH:21]=[C:22]([S:25]([NH:28][C:29]3[S:30][CH:31]=[CH:32][N:33]=3)(=[O:26])=[O:27])[CH:23]=[CH:24][C:14]1=2 |f:1.2,4.5|. Reported procedure: 4-(2-Methoxy-4-(trifluoromethyl)phenyl)-N-(4-methoxybenzyl)-2-methyl-3-oxo-N-(thiazol-2-yl)-3,4-dihydro-2H-benzo[b][1,4]oxazine-7-sulfonamide (from the product of Step 2 in Example 263; 110 mg, 0.178 mmol) was dissolved in THF (710 μl) in a 5 mL vial and cooled to 0° C. Lithium bis(trimethylsilyl)amide (1.0 m solution in THF, 69.1 μl, 0.355 mmol) was added dropwise, followed by methyl iodide (16.65 μl, 0.266 mmol), and the reaction was stirred for 30 min at 0° C. until reaction was complete by L... Reactants: CS(=O)(=O)C1=NC(=CC(=N1)CCCO)C1=C(C(=CC=C1)C(C)(C)C)C (2-methylsulphonyl-4-(3-hydroxypropyl)-6-(3-tert-butyl-methyl-phenyl)-pyrimidine), [C-]#N.[Na+] (sodium cyanide), C(C)(=O)OCC (ethyl acetate). The solvent is CS(=O)C (DMSO). Conditions: time 3 hour. Yields the product C(C)(C)(C)C=1C=C(C=CC1)C1=NC(=NC(=C1)CCCO)C#N (4-(3-tert-butyl-phenyl)-6-(3-hydroxy-propyl)-pyrimidine-2-carbonitrile). The yield is 106.7%. Reaction SMILES: CS([C:5]1[N:10]=[C:9]([CH2:11][CH2:12][CH2:13][OH:14])[CH:8]=[C:7]([C:15]2[CH:20]=[CH:19][CH:18]=[C:17]([C:21]([CH3:24])([CH3:23])[CH3:22])[C:16]=2C)[N:6]=1)(=O)=O.[C-:26]#[N:27].[Na+].C(OCC)(=O)C>CS(C)=O>[C:21]([C:17]1[CH:16]=[C:15]([C:7]2[CH:8]=[C:9]([CH2:11][CH2:12][CH2:13][OH:14])[N:10]=[C:5]([C:26]#[N:27])[N:6]=2)[CH:20]=[CH:19][CH:18]=1)([CH3:22])([CH3:23])[CH3:24] |f:1.2|. Procedure details: To a stirring solution of 2-methylsulphonyl-4-(3-hydroxypropyl)-6-(3-tert-butyl-methyl-phenyl)-pyrimidine (4.6 g) in DMSO (120 ml) at room temperature was added sodium cyanide (647 mg). The resulting suspension was stirred at room temperature for 3 hours. After adding ethyl acetate (200 ml), the mixture was then washed with water (100 ml×3). Organic layer was dried over MgSO4 and concentrated in vacuo, the residue was columned on silica gel using Petrol and EtOAc as eluent to give 4-(3-tert-buty... The reactants are ClC1=C(C=C(C(=C1)Cl)OC)NC1=C(C=NC2=CC(=C(C=C12)OCC)F)C#N (4-[(2,4-dichloro-5-methoxyphenyl)amino]-6-ethoxy-7-fluoro-3-quinolinecarbonitrile), COCCO (2-methoxyethanol). Product: ClC1=C(C=C(C(=C1)Cl)OC)NC1=C(C=NC2=CC(=C(C=C12)OCC)OCCOC)C#N (4-[(2,4-dichloro-5-methoxyphenyl)amino]-6-ethoxy-7-(2-methoxyethoxy)3-quinolinecarbonitrile). As a reaction SMILES: [Cl:1][C:2]1[CH:7]=[C:6]([Cl:8])[C:5]([O:9][CH3:10])=[CH:4][C:3]=1[NH:11][C:12]1[C:21]2[C:16](=[CH:17][C:18](F)=[C:19]([O:22][CH2:23][CH3:24])[CH:20]=2)[N:15]=[CH:14][C:13]=1[C:26]#[N:27].[CH3:28][O:29][CH2:30][CH2:31][OH:32]>>[Cl:1][C:2]1[CH:7]=[C:6]([Cl:8])[C:5]([O:9][CH3:10])=[CH:4][C:3]=1[NH:11][C:12]1[C:21]2[C:16](=[CH:17][C:18]([O:32][CH2:31][CH2:30][O:29][CH3:28])=[C:19]([O:22][CH2:23][CH3:24])[CH:20]=2)[N:15]=[CH:14][C:13]=1[C:26]#[N:27]. Procedure: Following the procedure used to prepare Example 17, 4-[(2,4-dichloro-5-methoxyphenyl)amino]-6-ethoxy-7-fluoro-3-quinolinecarbonitrile (138 mg, 0.34 mmol) and 2-methoxyethanol provides 105 mg of 4-[(2,4-dichloro-5-methoxyphenyl)amino]-6-ethoxy-7-(2-methoxyethoxy)3-quinolinecarbonitrile, mp 215-217° C. Reaction SMILES: [CH:28]([OH:29])=[O:30].[NH2:1][c:2]1[n:3][c:4]([NH2:27])[c:5]2[c:6]([n:7]1)[n:8][cH:9][c:10]([CH:12]=[CH:13][c:14]1[cH:15][cH:16][c:17]([C:20](=[O:21])[O:22][C:23]([CH3:24])([CH3:25])[CH3:26])[cH:18][cH:19]1)[cH:11]2>>[NH2:1][c:2]1[n:3][c:4]([NH2:27])[c:5]2[c:6]([n:7]1)[n:8][cH:9][c:10]([CH:12]=[CH:13][c:14]1[cH:15][cH:16][c:17]([C:20](=[O:21])[OH:22])[cH:18][cH:19]1)[cH:11]2. Product: Nc1nc(N)c2cc(C=Cc3ccc(C(=O)O)cc3)cnc2n1. Starting materials: O=CO, CC(C)(C)OC(=O)c1ccc(C=Cc2cnc3nc(N)nc(N)c3c2)cc1. The reactants are O (Water), BrC1C=2C=CC=C(C2C(C2=CC=CC(=C12)Cl)=O)Cl (10-Bromo 1,5-dichloro-9(10H)-anthracenone), C([O-])([O-])=O.[Ca+2] (calcium carbonate), C(CC)O (propanol). The solvent is C1CCOC1 (THF), C1CCOC1 (THF). Yields the product C(CC)OC1C=2C=CC=C(C2C(C2=CC=CC(=C12)Cl)=O)Cl (10-Propyloxy 1,5-dichloro-9(10H)-anthracenone). As a reaction SMILES: Br[CH:2]1[C:15]2[C:10](=[CH:11][CH:12]=[CH:13][C:14]=2[Cl:16])[C:9](=[O:17])[C:8]2[C:7]([Cl:18])=[CH:6][CH:5]=[CH:4][C:3]1=2.C(=O)([O-])[O-].[Ca+2].[CH2:24]([OH:27])[CH2:25][CH3:26].O>C1COCC1>[CH2:24]([O:27][CH:2]1[C:15]2[C:10](=[CH:11][CH:12]=[CH:13][C:14]=2[Cl:16])[C:9](=[O:17])[C:8]2[C:7]([Cl:18])=[CH:6][CH:5]=[CH:4][C:3]1=2)[CH2:25][CH3:26] |f:1.2|. Procedure: To a solution of compound (6) (2.0 mmol) and anhydrous calcium carbonate (0.5 g) in dry THF (20 ml) was added dropwise a solution of an appropriate propanol (10 ml) in dry THF (10 ml) under N2. The reaction mixture was refluxed for 3 hours. Water (250 ml) was added and then extracted with dichloromethane. The combined organic extracts were washed with water, dried (MgSO4), and concentrated. The resulting precipitate was collected by filtration, washed with water and further purified by crystalli... Starting materials: BrC=1C=CC2=C(C(CC3=C(O2)C=CC=C3)(O)C3=CC=NC=C3)C1 (8-bromo-10,11-dihydro-10-(4-pyridinyl)dibenz[b,f]oxepin-10-ol). The solvent is FC(C(=O)O)(F)F (trifluoroacetic acid). The product is BrC=1C=CC2=C(C(=CC3=C(O2)C=CC=C3)C3=CC=NC=C3)C1 (4-(8-bromodibenz[b,f]oxepin-10-yl)pyridine). The yield is 73.6%. RXN SMILES: [Br:1][C:2]1[CH:3]=[CH:4][C:5]2[O:11][C:10]3[CH:12]=[CH:13][CH:14]=[CH:15][C:9]=3[CH2:8][C:7]([C:17]3[CH:22]=[CH:21][N:20]=[CH:19][CH:18]=3)(O)[C:6]=2[CH:23]=1>FC(F)(F)C(O)=O>[Br:1][C:2]1[CH:3]=[CH:4][C:5]2[O:11][C:10]3[CH:12]=[CH:13][CH:14]=[CH:15][C:9]=3[CH:8]=[C:7]([C:17]3[CH:18]=[CH:19][N:20]=[CH:21][CH:22]=3)[C:6]=2[CH:23]=1. Procedure: A mixture of 8-bromo-10,11-dihydro-10-(4-pyridinyl)dibenz[b,f]oxepin-10-ol (3.0 g) in trifluoroacetic acid (18 ml) was heated at reflux under argon for five hours. The reaction mixture was concentrated to dryness in vacuo and the residual material was triturated using 1N sodium hydroxide aqueous solution (40 ml). The solids that formed were filtered off, washed thoroughly with water and the dried material was crystallized from dichloromethane-methanol. After the mixture was cooled overnight at 0... Starting materials: CCOCCO, CCO, Cc1cccc(Cl)c1Nc1ccccc1C(=O)C(=O)O, NN, [Na], O, O. Product: Cc1cccc(Cl)c1Nc1ccccc1CC(=O)O. Reaction SMILES: [CH2:25]([O:26][CH2:27][CH2:28][OH:29])[CH3:30].[CH3:32][CH2:33][OH:34].[Cl:2][c:3]1[c:4]([NH:10][c:11]2[c:12]([C:17]([C:18](=[O:19])[OH:20])=[O:21])[cH:13][cH:14][cH:15][cH:16]2)[c:5]([CH3:9])[cH:6][cH:7][cH:8]1.[NH2:23][NH2:24].[Na:1].[OH2:22].[OH2:31]>>[Cl:2][c:3]1[c:4]([NH:10][c:11]2[c:12]([CH2:17][C:18](=[O:19])[OH:20])[cH:13][cH:14][cH:15][cH:16]2)[c:5]([CH3:9])[cH:6][cH:7][cH:8]1. Reactants: N#Cc1cc([N+](=O)[O-])ccc1Br, O=C([O-])[O-], CC(C)CB(O)O, Cc1ccccc1, [Cs+], [Cs+], O. Product: CC(C)Cc1ccc([N+](=O)[O-])cc1C#N. Reaction SMILES: [Br:8][c:9]1[c:10]([C:11]#[N:12])[cH:13][c:14]([N+:17](=[O:18])[O-:19])[cH:15][cH:16]1.[C:20](=[O:21])([O-:22])[O-:23].[CH2:1]([CH:2]([CH3:3])[CH3:4])[B:5]([OH:6])[OH:7].[CH3:26][c:27]1[cH:28][cH:29][cH:30][cH:31][cH:32]1.[Cs+:24].[Cs+:25].[OH2:33]>>[CH2:1]([CH:2]([CH3:3])[CH3:4])[c:9]1[c:10]([C:11]#[N:12])[cH:13][c:14]([N+:17](=[O:18])[O-:19])[cH:15][cH:16]1. The reactants are Cc3cccc(c2ccc1ccc(OC(=O)N(C)C)cc1c2)c3 (substrate), CCO[Si](OCC)(OCC)c1cccc(C)c1 (effective_coupling_partner). Reagents/catalysts: dcype. Run at temperature 120 celsius, time 12 hour. Product: Cc4cccc(c3ccc2ccc(c1cccc(C)c1)cc2c3)c4. Reactants: [Cl-], O=[N+]([O-])c1cnc(Oc2ccc(Cl)c3c2CCCC3)c(Cl)c1, Cl, [Na+], C1COCCO1, [OH-]. Yields the product Nc1cnc(Oc2ccc(Cl)c3c2CCCC3)c(Cl)c1. As a reaction SMILES: [Cl-:1].[Cl:3][c:4]1[cH:5][cH:6][c:7]([O:14][c:15]2[n:16][cH:17][c:18]([N+:22]([O-:23])=[O:24])[cH:19][c:20]2[Cl:21])[c:8]2[c:13]1[CH2:12][CH2:11][CH2:10][CH2:9]2.[ClH:2].[Na+:26].[O:27]1[CH2:28][CH2:29][O:30][CH2:31][CH2:32]1.[OH-:25]>>[Cl:3][c:4]1[cH:5][cH:6][c:7]([O:14][c:15]2[n:16][cH:17][c:18]([NH2:22])[cH:19][c:20]2[Cl:21])[c:8]2[c:13]1[CH2:12][CH2:11][CH2:10][CH2:9]2.